From a dataset of the Open Reaction Database (ORD), a public repository of structured organic reaction records. describe an organic reaction: reactants, conditions, products, and yield The reactants are ClC1=C(C=CC=C1C(F)(F)F)C(=O)N1C(C2=C(C=C1)N(N=N2)C2=NC=CC(=N2)C)C ((2-chloro-3-(trifluoromethyl)phenyl)(4-methyl-1-(4-methylpyrimidin-2-yl)-1H-[1,2,3]triazolo[4,5-c]pyridin-5(4H)-yl)methanone), ClC1=C(C=CC=C1C(F)(F)F)C(=O)N1C(C2=C(C=C1)N(N=N2)C2=NC=CN=C2)C (5-{[2-chloro-3-(trifluoromethyl)phenyl]carbonyl}-4-methyl-1-pyrazin-2-yl-4,5-dihydro-1H-[1,2,3]triazolo[4,5-c]pyridine). The product is ClC1=C(C=CC=C1C(F)(F)F)C(=O)N1C(C2=C(CC1)N(N=N2)C2=NC=CC(=N2)C)C ((2-Chloro-3-(trifluoromethyl)phenyl)(4-methyl-1-(4-methylpyrimidin-2-yl)-6,7-dihydro-1H-[1,2,3]triazolo[4,5-c]pyridin-5(4H)-yl)methanone). RXN SMILES: [Cl:1][C:2]1[C:7]([C:8]([F:11])([F:10])[F:9])=[CH:6][CH:5]=[CH:4][C:3]=1[C:12]([N:14]1[CH:19]=[CH:18][C:17]2[N:20]([C:23]3[N:28]=[C:27]([CH3:29])[CH:26]=[CH:25][N:24]=3)[N:21]=[N:22][C:16]=2[CH:15]1[CH3:30])=[O:13].ClC1C(C(F)(F)F)=CC=CC=1C(N1C=CC2N(C3C=NC=CN=3)N=NC=2C1C)=O>>[Cl:1][C:2]1[C:7]([C:8]([F:9])([F:11])[F:10])=[CH:6][CH:5]=[CH:4][C:3]=1[C:12]([N:14]1[CH2:19][CH2:18][C:17]2[N:20]([C:23]3[N:28]=[C:27]([CH3:29])[CH:26]=[CH:25][N:24]=3)[N:21]=[N:22][C:16]=2[CH:15]1[CH3:30])=[O:13]. Procedure: The title compound was prepared in a manner analogous to Example 73 substituting the product of Example 252, Step 2 for the 5-{[2-chloro-3-(trifluoromethyl)phenyl]carbonyl}-4-methyl-1-pyrazin-2-yl-4,5-dihydro-1H-[1,2,3]triazolo[4,5-c]pyridine. MS (E S I) mass calcd. C19H16ClF3N6O, 436.1. m/z found, 437.1 [M+H]+. Starting materials: C1(=CC=CC=C1)N=C(CC)C1=CC=CC=C1 (N-phenyl-1-phenylpropaneimine), CC1=C(C=CC=C1)C#CC(=O)OCC (ethyl 2-methylphenylpropiolate), [Cl-].[Al+3].[Cl-].[Cl-] (aluminum chloride), S(O)(O)(=O)=O (sulfuric acid). Solvent: C1(=CC=CC=C1)C (toluene). Run at temperature 60 celsius. The product is CC1=C(C=CC=C1)C1=CC(C(=C(N1C1=CC=CC=C1)C1=CC=CC=C1)C)=O (6-(2-methyl-phenyl)-3-methyl-1,2-diphenyl-4(1H)-pyridinone). The yield is 3.7%. RXN SMILES: [C:1]1([N:7]=[C:8]([C:11]2[CH:16]=[CH:15][CH:14]=[CH:13][CH:12]=2)[CH2:9][CH3:10])[CH:6]=[CH:5][CH:4]=[CH:3][CH:2]=1.[CH3:17][C:18]1[CH:23]=[CH:22][CH:21]=[CH:20][C:19]=1[C:24]#[C:25][C:26]([O:28]CC)=O.[Cl-].[Al+3].[Cl-].[Cl-].S(=O)(=O)(O)O>C1(C)C=CC=CC=1>[CH3:17][C:18]1[CH:23]=[CH:22][CH:21]=[CH:20][C:19]=1[C:24]1[N:7]([C:1]2[CH:6]=[CH:5][CH:4]=[CH:3][CH:2]=2)[C:8]([C:11]2[CH:16]=[CH:15][CH:14]=[CH:13][CH:12]=2)=[C:9]([CH3:10])[C:26](=[O:28])[CH:25]=1 |f:2.3.4.5|. Procedure details: To 300 ml of toluene were added 7.5 g (0.036 mole) of N-phenyl-1-phenylpropaneimine, 5.8 g (0.031 mole) of ethyl 2-methylphenylpropiolate and 6.0 g (0.045 mole) of aluminum chloride. The reaction mixture was stirred with heating at 60° C. for 3 days in a nitrogen atmosphere. After cooling, the reaction mixture was poured into 500 ml of 2N sulfuric acid, followed by extraction with chloroform. After washing the organic layer with water, it was dried over anhydrous sodium sulfate. Subsequent to re... As a reaction SMILES: [CH2:1]([O:3][C:4]1[C:13]([O:14][CH3:15])=[C:12]([O:16][CH:17]([CH3:19])[CH3:18])[CH:11]=[C:10]2[C:5]=1[C:6](=[O:28])[CH:7]=[C:8]([S:20][C:21]1[CH:26]=[CH:25][C:24]([OH:27])=[CH:23][CH:22]=1)[O:9]2)[CH3:2].C(OC([N:36](C(OC(C)(C)C)=O)[CH2:37][C:38](O)=[O:39])=O)(C)(C)C.C1(N=C=NC2CCCCC2)CCCCC1.[ClH:63]>ClCCl.C(OCC)(=O)C>[ClH:63].[CH2:1]([O:3][C:4]1[C:13]([O:14][CH3:15])=[C:12]([O:16][CH:17]([CH3:19])[CH3:18])[CH:11]=[C:10]2[C:5]=1[C:6](=[O:28])[CH:7]=[C:8]([S:20][C:21]1[CH:26]=[CH:25][C:24]([O:27][C:38](=[O:39])[CH2:37][NH2:36])=[CH:23][CH:22]=1)[O:9]2)[CH3:2] |f:6.7|. The reactants are C(C)OC1=C2C(C=C(OC2=CC(=C1OC)OC(C)C)SC1=CC=C(C=C1)O)=O (5-ethoxy-2-(4-hydroxyphenylthio)-7-isopropoxy-6-methoxychromone), C(C)(C)(C)OC(=O)N(CC(=O)O)C(=O)OC(C)(C)C (N-t-butoxycarbonyl(Boc)glycine), C1(CCCCC1)N=C=NC1CCCCC1 (dicyclohexylcarbodiimide), Cl (hydrochloric acid). Reported procedure: 300 ml in dichloromethane of 11.35 g of 5-ethoxy-2-(4-hydroxyphenylthio)-7-isopropoxy-6-methoxychromone obtained in Example 18, 5.43 g of N-t-butoxycarbonyl(Boc)glycine, and 6.40 g of dicyclohexylcarbodiimide (DCC) was stirred over 5.5 hours at room temperature. The solution thus reacted was gravitationally filtered. The solvent was distilled out from the filtrate, so that N-t-butoxycarbonyl(Boc)glycine ester was obtained. This product was dissolved in 100 ml of ethyl acetate. Then, hydrochloric... Run in ClCCl (dichloromethane), C(C)(=O)OCC (ethyl acetate). Product: Cl.C(C)OC1=C2C(C=C(OC2=CC(=C1OC)OC(C)C)SC1=CC=C(C=C1)OC(CN)=O)=O (5-ethoxy-2-(4-glycyloxyphenylthio)-7-isopropoxy-6-methoxychromone hydrochloride). Conditions: time 1 hour. Starting materials: [N-]=[N+]=[N-], [Na+], CN(C)C=O, c1ccc(CC2CO2)cc1, O. The product is [N-]=[N+]=NCC(O)Cc1ccccc1. Reaction SMILES: [N-:12]=[N+:13]=[N-:14].[Na+:11].[O:15]=[CH:16][N:17]([CH3:18])[CH3:19].[O:1]1[CH:2]([CH2:3][c:4]2[cH:5][cH:6][cH:7][cH:8][cH:9]2)[CH2:10]1.[OH2:20]>>[OH:1][CH:2]([CH2:3][c:4]1[cH:5][cH:6][cH:7][cH:8][cH:9]1)[CH2:10][N:12]=[N+:13]=[N-:14]. The reactants are C(C1=CC=CC=C1)OC[C@@H]1OC(O[C@@H]1C1=C(C=CC=C1)Cl)(C)C ((4S,5R)-4-(benzyloxymethyl)-5-(2-chlorophenyl)-2,2-dimethyl-1,3-dioxolane), C(C1=CC=CC=C1)OCC1OC(OC1C1=C(C=CC=C1)Cl)(C)C ((±)-4-(benzyloxymethyl)-5-(2-chlorophenyl)-2,2-dimethyl-1,3-dioxolane). Product: ClC1=C(C=CC=C1)[C@@H]1[C@@H](OC(O1)(C)C)CO (((4S,5R)-5-(2-chlorophenyl)-2,2-dimethyl-1,3-dioxolan-4-yl)methanol). Yield: 95.0%. RXN SMILES: C([O:8][CH2:9][C@H:10]1[C@@H:14]([C:15]2[CH:20]=[CH:19][CH:18]=[CH:17][C:16]=2[Cl:21])[O:13][C:12]([CH3:23])([CH3:22])[O:11]1)C1C=CC=CC=1.C(OCC1C(C2C=CC=CC=2Cl)OC(C)(C)O1)C1C=CC=CC=1>>[Cl:21][C:16]1[CH:17]=[CH:18][CH:19]=[CH:20][C:15]=1[C@H:14]1[O:13][C:12]([CH3:22])([CH3:23])[O:11][C@H:10]1[CH2:9][OH:8]. Procedure details: The substantially same method as described in Example 372 was conducted, except that ((4S,5R)-4-(benzyloxymethyl)-5-(2-chlorophenyl)-2,2-dimethyl-1,3-dioxolane (Preparation example 376) was used instead of that (±)-4-(benzyloxymethyl)-5-(2-chlorophenyl)-2,2-dimethyl-1,3-dioxolane (Preparation example 371), to obtain the title compound (0.58 g, 95%). The reactants are N(=NC(C#N)(C)C)C(C#N)(C)C (AIBN), C(C(=C)C)(=O)OCCC[Si](OC)(OC)OC (3-(trimethoxysilyl)propyl methacrylate), C(C(=C)C)(=O)OC(C)(C)C (t-butyl methacrylate), C12C(CC(C=C1)C2)C(=O)OC (methyl 5-norbornene-2-carboxylate), C(C(=C)C)(=O)O (methacrylic acid). The solvent is O1CCCC1 (tetrahydrofuran), C(C)OCC (ethyl ether). The product is C(C(=C)C)(=O)OCCC[Si](OC)(OC)OC.C(C(=C)C)(=O)OC(C)(C)C.C12C(CC(C=C1)C2)C(=O)OC.C(C(=C)C)(=O)O (3-(trimethyoxysilyl)propyl methacrylate t-butyl methacrylate methyl 5-norbornene-2-carboxylate methacrylic acid). RXN SMILES: [C:1]([O:6][CH2:7][CH2:8][CH2:9][Si:10]([O:15][CH3:16])([O:13][CH3:14])[O:11][CH3:12])(=[O:5])[C:2]([CH3:4])=[CH2:3].[C:17]([O:22][C:23]([CH3:26])([CH3:25])[CH3:24])(=[O:21])[C:18]([CH3:20])=[CH2:19].[CH:27]12[CH2:33][CH:30]([CH:31]=[CH:32]1)[CH2:29][CH:28]2[C:34]([O:36][CH3:37])=[O:35].[C:38]([OH:43])(=[O:42])[C:39]([CH3:41])=[CH2:40].N(C(C)(C)C#N)=NC(C)(C)C#N>C(OCC)C.O1CCCC1>[C:1]([O:6][CH2:7][CH2:8][CH2:9][Si:10]([O:15][CH3:16])([O:11][CH3:12])[O:13][CH3:14])(=[O:5])[C:2]([CH3:4])=[CH2:3].[C:17]([O:22][C:23]([CH3:26])([CH3:25])[CH3:24])(=[O:21])[C:18]([CH3:20])=[CH2:19].[CH:27]12[CH2:33][CH:30]([CH:31]=[CH:32]1)[CH2:29][CH:28]2[C:34]([O:36][CH3:37])=[O:35].[C:38]([OH:43])(=[O:42])[C:39]([CH3:41])=[CH2:40] |f:7.8.9.10|. Procedure details: To 25 ml of tetrahydrofuran in 100 ml of a round-shaped flask were added 5 g of 3-(trimethoxysilyl)propyl methacrylate, 4 g of t-butyl methacrylate, 3 g of methyl 5-norbornene-2-carboxylate and 1 g of methacrylic acid. Then, 0.13 g of AIBN (azobisisobutyronitrile) as a polymerization initiator was added to the resulting mixture, and reacted at 67° C. under a nitrogen atmosphere for 24 hours. Next, the resulting mixture was cooled at room temperature, and poured into a beaker including 500 ml of ...